Task: describe an organic reaction: reactants, conditions, products, and yield. Dataset: the Open Reaction Database (ORD), a public repository of structured organic reaction records The reactants are NC1=NC(=NN1C)C(=O)O (5-amino-1-methyl-1H-1,2,4-triazole-3-carboxylic acid), CO (methanol), Cl (hydrogen chloride). The product is NC1=NC(=NN1C)C(=O)OC (Methyl 5-amino-1-methyl-1H-1,2,4-triazole-3-carboxylate). As a reaction SMILES: [NH2:1][C:2]1[N:6]([CH3:7])[N:5]=[C:4]([C:8]([OH:10])=[O:9])[N:3]=1.Cl.[CH3:12]O>>[NH2:1][C:2]1[N:6]([CH3:7])[N:5]=[C:4]([C:8]([O:10][CH3:12])=[O:9])[N:3]=1. Procedure details: A stirred suspension of 5-amino-1-methyl-1H-1,2,4-triazole-3-carboxylic acid (9.10 g) in methanol (100 ml) was saturated with dry hydrogen chloride, and heated under reflux for 4.5 h. The cooled solution was partially evaporated, diluted with water (100 ml) and the pH was adjusted to pH 7 with potassium carbonate. The solution was filtered, and the filtrate partially evaporated to give the title compound as a white solid (4.60 g) m.p. 190-1; tlc System B, Rf 0.6. Starting materials: resultant residue, CCN=C=NCCCN(C)C (EDCI), C=1C=CC2=C(C1)N=NN2O (HOBt), BrC1=CC(=C(C=C1)NC1=C(SC2=CN=CC=C21)C(=O)OCC)F (ethyl 3-(4-bromo-2-fluoro-phenylamino)-thieno[2,3-c]pyridine-2-carboxylate), [OH-].[Na+] (NaOH), CC1(OC[C@@H](O1)CON)C (O—((R)-2,2-dimethyl-[1,3]dioxolan-4-ylmethyl)hydroxylamine), CCN(C(C)C)C(C)C (DIPEA). Run in C(C)(=O)OCC (ethyl acetate), C1CCOC1 (THF), C(C)O (ethanol). Run at temperature 65 celsius, time 66 hour. Yields the product CC1(OC[C@@H](O1)CONC(=O)C1=C(C=2C(=CN=CC2)S1)NC1=C(C=C(C=C1)Br)F)C (3-(4-Bromo-2-fluoro-phenylamino)-thieno[2,3-c]pyridine-2-carboxylic acid ((R)-2,2-dimethyl-[1,3]dioxolan-4-ylmethoxy)-amide). Isolated yield 76.8%. Reaction SMILES: [Br:1][C:2]1[CH:7]=[CH:6][C:5]([NH:8][C:9]2[C:17]3[C:12](=[CH:13][N:14]=[CH:15][CH:16]=3)[S:11][C:10]=2[C:18]([O:20]CC)=O)=[C:4]([F:23])[CH:3]=1.[OH-].[Na+].[CH3:26][C:27]1([CH3:35])[O:31][C@@H:30]([CH2:32][O:33][NH2:34])[CH2:29][O:28]1.CCN=C=NCCCN(C)C.C1C=CC2N(O)N=NC=2C=1.CCN(C(C)C)C(C)C>C1COCC1.C(OCC)(=O)C.C(O)C>[CH3:26][C:27]1([CH3:35])[O:31][C@@H:30]([CH2:32][O:33][NH:34][C:18]([C:10]2[S:11][C:12]3=[CH:13][N:14]=[CH:15][CH:16]=[C:17]3[C:9]=2[NH:8][C:5]2[CH:6]=[CH:7][C:2]([Br:1])=[CH:3][C:4]=2[F:23])=[O:20])[CH2:29][O:28]1 |f:1.2|. Procedure details: A mixture of ethyl 3-(4-bromo-2-fluoro-phenylamino)-thieno[2,3-c]pyridine-2-carboxylate (63 mg, 0.16 mmol), 1N aqueous NaOH solution (0.17 ml, 0.17 mmol) and ethanol (2 ml) was heated at 65° C. for 45 minutes. The resultant reaction mixture was concentrated in vacuo then the residue was azeotroped with toluene (2×2 ml) to give a solid residue. The resultant solid residue was suspended in anhydrous THF (2 ml) before O—((R)-2,2-dimethyl-[1,3]dioxolan-4-ylmethyl)hydroxylamine (38 mg, 0.32 mmol), ED... Reported procedure: N-Boc-D-Arginine hydrochloride (100 mg, 0.3 mmol) was coupled with benzylamine (40 uL, 0.4 mmol) using the mixed anhydride method described in Example 322 to give N-Boc-D-arginine benzylamide. The Boc group was removed by treatment with 4 M hydrochloric acid in dioxane for 1 h. The resulting D-arginine benzylamide was coupled to N-Boc-(N-methyl)phenylalanyl-lysyl(N-epsilon-Boc)-prolyl-{(2R)-2-amino-3-cyclohexylpropanoyl}-{(2S)-2-amino-3-cyclohexylpropanoyl}-OH, which was prepared as described in... As a reaction SMILES: Cl.[C:2]([NH:9][C@@H:10]([C:18]([OH:20])=O)[CH2:11][CH2:12][CH2:13][NH:14][C:15](=[NH:17])[NH2:16])([O:4][C:5]([CH3:8])([CH3:7])[CH3:6])=[O:3].[CH2:21]([NH2:28])[C:22]1[CH:27]=[CH:26][CH:25]=[CH:24][CH:23]=1>>[CH2:21]([NH:28][C:18](=[O:20])[C@@H:10]([CH2:11][CH2:12][CH2:13][NH:14][C:15](=[NH:17])[NH2:16])[NH:9][C:2]([O:4][C:5]([CH3:6])([CH3:7])[CH3:8])=[O:3])[C:22]1[CH:27]=[CH:26][CH:25]=[CH:24][CH:23]=1 |f:0.1|. The product is C(C1=CC=CC=C1)NC([C@H](NC(=O)OC(C)(C)C)CCCNC(N)=N)=O (N-Boc-D-arginine benzylamide). The reactants are Cl.C(=O)(OC(C)(C)C)N[C@H](CCCNC(N)=N)C(=O)O (N-Boc-D-Arginine hydrochloride), C(C1=CC=CC=C1)N (benzylamine), anhydride. Reactants: CCN(CCN1CCCc2cc(Br)ccc21)C(=O)OC(C)(C)C, CC(C)(C)P(C(C)(C)C)C(C)(C)C, CCCC[N+](CCCC)(CCCC)CCCC, C1CCOC1, CCCCCC, C[Si](C)(C)[N-][Si](C)(C)C, [F-], [Li+], O=C(C=Cc1ccccc1)C=Cc1ccccc1, O=C(C=Cc1ccccc1)C=Cc1ccccc1, O=C(C=Cc1ccccc1)C=Cc1ccccc1, [Pd], [Pd]. Yields the product CCN(CCN1CCCc2cc(N)ccc21)C(=O)OC(C)(C)C. As a reaction SMILES: [Br:20][c:21]1[cH:22][c:23]2[c:28]([cH:29][cH:30]1)[N:27]([CH2:31][CH2:32][N:33]([C:34]([O:35][C:36]([CH3:37])([CH3:38])[CH3:39])=[O:40])[CH2:41][CH3:42])[CH2:26][CH2:25][CH2:24]2.[C:1]([P:2]([C:3]([CH3:4])([CH3:5])[CH3:6])[C:7]([CH3:8])([CH3:9])[CH3:10])([CH3:11])([CH3:12])[CH3:13].[CH2:54]([N+:55]([CH2:56][CH2:57][CH2:58][CH3:59])([CH2:60][CH2:61][CH2:62][CH3:63])[CH2:64][CH2:65][CH2:66][CH3:67])[CH2:68][CH2:69][CH3:70].[CH2:71]1[O:72][CH2:73][CH2:74][CH2:75]1.[CH3:14][CH2:15][CH2:16][CH2:17][CH2:18][CH3:19].[CH3:43][Si:44]([N-:47][Si:45]([CH3:46])([CH3:48])[CH3:49])([CH3:50])[CH3:51].[F-:53].[Li+:52].[O:114]=[C:115]([CH:116]=[CH:117][c:118]1[cH:119][cH:120][cH:121][cH:122][cH:123]1)[CH:124]=[CH:125][c:126]1[cH:127][cH:128][cH:129][cH:130][cH:131]1.[O:78]=[C:79]([CH:80]=[CH:81][c:82]1[cH:83][cH:84][cH:85][cH:86][cH:87]1)[CH:88]=[CH:89][c:90]1[cH:91][cH:92][cH:93][cH:94][cH:95]1.[O:96]=[C:97]([CH:98]=[CH:99][c:100]1[cH:101][cH:102][cH:103][cH:104][cH:105]1)[CH:106]=[CH:107][c:108]1[cH:109][cH:110][cH:111][cH:112][cH:113]1.[Pd:76].[Pd:77]>>[c:21]1([NH2:47])[cH:22][c:23]2[c:28]([cH:29][cH:30]1)[N:27]([CH2:31][CH2:32][N:33]([C:34]([O:35][C:36]([CH3:37])([CH3:38])[CH3:39])=[O:40])[CH2:41][CH3:42])[CH2:26][CH2:25][CH2:24]2. Starting materials: ClC1=CC=C(C=C1)N1C(OC(C1C(C)C)=O)=O (3-(4-chlorophenyl)-4-isopropyloxazolidine-2, 5-dione), FC1=C(C=C(CO)C=C1)OC1=CC=CC=C1 (4-fluoro3-phenoxybenzyl alcohol). The reagents and catalysts are CN(C1=CC=NC=C1)C (4-dimethylaminopyridine). The solvent is O1CCCC1 (tetrahydrofuran), O1CCCC1 (tetrahydrofuran). Reaction conditions: time 20 hour. The product is 4-fluoro-3-phenoxybenzyl ester, ClC1=CC=C(C=C1)N[C@@H](C(C)C)C(=O)O (N-(4-chlorophenyl) valine). RXN SMILES: [Cl:1][C:2]1[CH:7]=[CH:6][C:5]([N:8]2[CH:12]([CH:13]([CH3:15])[CH3:14])[C:11](=[O:16])[O:10]C2=O)=[CH:4][CH:3]=1.FC1C=CC(CO)=CC=1OC1C=CC=CC=1>CN(C)C1C=CN=CC=1.O1CCCC1>[Cl:1][C:2]1[CH:3]=[CH:4][C:5]([NH:8][C@H:12]([C:11]([OH:16])=[O:10])[CH:13]([CH3:15])[CH3:14])=[CH:6][CH:7]=1. Procedure details: To a solution of 3-(4-chlorophenyl)-4-isopropyloxazolidine-2, 5-dione (336 mg, 1.32 mmol) and 4-dimethylaminopyridine in 5 ml of dry tetrahydrofuran is added a solution of 4-fluoro3-phenoxybenzyl alcohol (275 mg, 1.26 mmol) in 3 ml of dry tetrahydrofuran. The reaction mixture is stirred for about 20 hours, under dry air, and then diluted with ether followed by washing with saturated aqueous sodium bicarbonate, water and saturated aqueous sodium chloride. After drying over calcium sulfate, solven... Reactants: ClC1=C2C=C(N(C2=CC=C1OCC1=CC=CC=C1)S(=O)(=O)C1=CC=CC=C1)C(F)F (4-chloro-2-(difluoromethyl)-5-[(phenylmethyl)oxy]-1-(phenylsulfonyl)-1H-indole), B(Br)(Br)Br (BBr3), C(=O)(O)[O-].[Na+] (NaHCO3), B(Br)(Br)Br (BBr3). Run in C(Cl)Cl (CH2Cl2), C(Cl)Cl (CH2Cl2). Conditions: temperature -78 celsius, time 30 minute. The product is ClC1=C2C=C(N(C2=CC=C1O)S(=O)(=O)C1=CC=CC=C1)C(F)F (4-Chloro-2-(difluoromethyl)-1-(phenylsulfonyl)-1H-indol-5-ol). Yield: 89.8%. Reaction SMILES: [Cl:1][C:2]1[C:10]([O:11]CC2C=CC=CC=2)=[CH:9][CH:8]=[C:7]2[C:3]=1[CH:4]=[C:5]([CH:28]([F:30])[F:29])[N:6]2[S:19]([C:22]1[CH:27]=[CH:26][CH:25]=[CH:24][CH:23]=1)(=[O:21])=[O:20].B(Br)(Br)Br.C([O-])(O)=O.[Na+]>C(Cl)Cl>[Cl:1][C:2]1[C:10]([OH:11])=[CH:9][CH:8]=[C:7]2[C:3]=1[CH:4]=[C:5]([CH:28]([F:30])[F:29])[N:6]2[S:19]([C:22]1[CH:27]=[CH:26][CH:25]=[CH:24][CH:23]=1)(=[O:21])=[O:20] |f:2.3|. Reported procedure: To a solution of 4-chloro-2-(difluoromethyl)-5-[(phenylmethyl)oxy]-1-(phenylsulfonyl)-1H-indole (2.6 g, 5.82 mmol) in anhydrous CH2Cl2 (80 mL), under N2, at −78° C., was slowly added a solution of BBr3 in CH2Cl2 (1M, 6.1 mL). After stirring at −78° C. for 30 min, additional BBr3 solution (1M, 0.3 mL) was added and stirring was continued at −78° C. for 30 min. While at −78° C., sat'd aqueous NaHCO3 solution (˜10 mL) was added slowly, the cold bath was then removed and the reaction mixture brought...